From a dataset of the Open Reaction Database (ORD), a public repository of structured organic reaction records. describe an organic reaction: reactants, conditions, products, and yield The reactants are ClC1=CC=C(C=C1)S(=O)(=O)NCCNC1=C2N=CN(C2=NC(=N1)Cl)C1CCCC1 (4-chloro-N-[2-[(2-chloro-9-cyclopentyl-9H-purin-6-yl)-amino]-ethyl]-benzenesulphonamide), N[C@@H]1CC[C@H](CC1)N (trans-1,4-diaminocyclohexane), CCOC(=O)C (AcOEt). Run in O (water). Yields the product Cl.Cl.N[C@@H]1CC[C@H](CC1)NC1=NC(=C2N=CN(C2=N1)C1CCCC1)NCCNS(=O)(=O)C1=CC=C(C=C1)Cl (trans-N-[2-[[2-[(4-aminocyclo-hexyl)-amino]-9-cyclopentyl-9H-purin-6-yl]-amino]-ethyl]-4-chloro benzenesulphonamide dihydrochloride). The yield is 158.2%. Reaction SMILES: [Cl:1][C:2]1[CH:7]=[CH:6][C:5]([S:8]([NH:11][CH2:12][CH2:13][NH:14][C:15]2[N:23]=[C:22](Cl)[N:21]=[C:20]3[C:16]=2[N:17]=[CH:18][N:19]3[CH:25]2[CH2:29][CH2:28][CH2:27][CH2:26]2)(=[O:10])=[O:9])=[CH:4][CH:3]=1.[NH2:30][C@H:31]1[CH2:36][CH2:35][C@H:34]([NH2:37])[CH2:33][CH2:32]1.CCOC(C)=O>O>[ClH:1].[ClH:1].[NH2:30][C@H:31]1[CH2:36][CH2:35][C@H:34]([NH:37][C:22]2[N:21]=[C:20]3[C:16]([N:17]=[CH:18][N:19]3[CH:25]3[CH2:29][CH2:28][CH2:27][CH2:26]3)=[C:15]([NH:14][CH2:13][CH2:12][NH:11][S:8]([C:5]3[CH:4]=[CH:3][C:2]([Cl:1])=[CH:7][CH:6]=3)(=[O:10])=[O:9])[N:23]=2)[CH2:33][CH2:32]1 |f:4.5.6|. Procedure details: The operation is carried out as in Stage 2 of Example 10 starting from 161 mg of the product obtained in Stage 1 above and 403 mg of trans-1,4-diaminocyclohexane and the reaction medium is heated to approximately 140° C. for approximately 3 hours 30 minutes left to return to 80° C., 5 ml of AcOEt then 5 ml of warm water are added, the reaction medium is left to return to ambient temperature, followed by extracting with 2×5 ml of ethyl acetate, washing with 5 ml of saturated sodium chloride, then... Yields the product COCO[C@H]1C[C@@H](CC2=CC=C3[C@@H]4CC[C@H](C(CO)C)[C@]4(CC[C@@H]3[C@@]12C)C)OCOC (1α,3β-bis(methoxymethoxy)-20-methylpregna-5,7-dien-21-ol). As a reaction SMILES: [CH3:1][O:2][CH2:3][O:4][C@@H:5]1[C@@:25]2([CH3:26])[C:9](=[CH:10][CH:11]=[C:12]3[C@@H:24]2[CH2:23][CH2:22][C@@:21]2([CH3:27])[C@H:13]3[CH2:14][CH2:15][C@@H:16]2[CH:17]([CH:19]=[O:20])[CH3:18])[CH2:8][C@@H:7]([O:28][CH2:29][O:30][CH3:31])[CH2:6]1.COC(O[C@@H]1[C@@]2(C)C(=CC=C3[C@@H]2CC[C@@]2(C)[C@H]3CC[C@@H]2C(C=O)C)C[C@@H](OC(OC)=O)C1)=O>>[CH3:1][O:2][CH2:3][O:4][C@@H:5]1[C@@:25]2([CH3:26])[C:9](=[CH:10][CH:11]=[C:12]3[C@@H:24]2[CH2:23][CH2:22][C@@:21]2([CH3:27])[C@H:13]3[CH2:14][CH2:15][C@@H:16]2[CH:17]([CH3:18])[CH2:19][OH:20])[CH2:8][C@@H:7]([O:28][CH2:29][O:30][CH3:31])[CH2:6]1. The yield is 98.5%. The reactants are COCO[C@H]1C[C@@H](CC2=CC=C3[C@@H]4CC[C@H](C(C)C=O)[C@]4(CC[C@@H]3[C@@]12C)C)OCOC (1α,3β-bis(methoxymethoxy)pregna-5,7-diene-20-carbaldehyde), COC(=O)O[C@H]1C[C@@H](CC2=CC=C3[C@@H]4CC[C@H](C(C)C=O)[C@]4(CC[C@@H]3[C@@]12C)C)OC(=O)OC (1α,3β-bis(methoxycarbonyloxy)pregna-5,7-diene-20-carbaldehyde). Procedure: The procedure of Example 1 was repeated except that 93 mg of 1α,3β-bis(methoxymethoxy)pregna-5,7-diene-20-carbaldehyde was used in lieu of 100 mg of 1α,3β-bis(methoxycarbonyloxy)pregna-5,7-diene-20-carbaldehyde to give 92 mg of 1α,3β-bis(methoxymethoxy)-20-methylpregna-5,7-dien-21-ol. Reactants: ClC1=C(C(=O)OC)C=C(C=N1)Cl (methyl 2,5-dichloronicotinate), FC(C1=CC=C(OC2CNCC2)C=C1)(F)F (3-(4-(trifluoromethyl)phenoxy)pyrrolidine). Yields the product ClC=1C=NC(=C(C(=O)OC)C1)N1CC(CC1)OC1=CC=C(C=C1)C(F)(F)F (methyl 5-chloro-2-(3-(4-(trifluoromethyl)phenoxy)pyrrolidin-1-yl)nicotinate). The yield is 66.0%. As a reaction SMILES: Cl[C:2]1[N:11]=[CH:10][C:9]([Cl:12])=[CH:8][C:3]=1[C:4]([O:6][CH3:7])=[O:5].[F:13][C:14]([F:28])([F:27])[C:15]1[CH:26]=[CH:25][C:18]([O:19][CH:20]2[CH2:24][CH2:23][NH:22][CH2:21]2)=[CH:17][CH:16]=1>>[Cl:12][C:9]1[CH:10]=[N:11][C:2]([N:22]2[CH2:23][CH2:24][CH:20]([O:19][C:18]3[CH:17]=[CH:16][C:15]([C:14]([F:13])([F:28])[F:27])=[CH:26][CH:25]=3)[CH2:21]2)=[C:3]([CH:8]=1)[C:4]([O:6][CH3:7])=[O:5]. Procedure details: The title compound (D91) (230 mg) was prepared according to the experimental procedure described in Description 62 starting methyl 2,5-dichloronicotinate (180 mg, 0.87 mmol) and 3-(4-(trifluoromethyl)phenoxy)pyrrolidine (D57) (242 mg, 1.05 mmol). The product is Cn1cc(C(O)c2ccncc2)cc1C(=O)c1ccc(Cl)cc1. As a reaction SMILES: [Br:1][c:2]1[cH:3][cH:4][n:5][cH:6][cH:7]1.[CH2:37]1[O:38][CH2:39][CH2:40][CH2:41]1.[CH2:8]([Li:9])[CH2:10][CH2:11][CH3:12].[CH3:31][CH2:32][CH2:33][CH2:34][CH2:35][CH3:36].[Cl:13][c:14]1[cH:15][cH:16][c:17]([C:18](=[O:19])[c:20]2[cH:21][c:22]([CH:26]=[O:27])[cH:23][n:24]2[CH3:25])[cH:28][cH:29]1.[OH2:30]>>[c:2]1([CH:26]([c:22]2[cH:21][c:20]([C:18]([c:17]3[cH:16][cH:15][c:14]([Cl:13])[cH:29][cH:28]3)=[O:19])[n:24]([CH3:25])[cH:23]2)[OH:27])[cH:3][cH:4][n:5][cH:6][cH:7]1. The reactants are Brc1ccncc1, C1CCOC1, [Li]CCCC, CCCCCC, Cn1cc(C=O)cc1C(=O)c1ccc(Cl)cc1, O. Reactants: [N+](=O)([O-])C1=CC=C(C(=O)NCCC2=C(C=CC=C2)CC#N)C=C1 (1-(4-Nitrobenzoyl)amino-2-(2-cyanomethylphenyl)-ethane), O=P12OP3(=O)OP(=O)(O1)OP(=O)(O2)O3 (phosphorus pentoxide). The solvent is C=1(C(=CC=CC1)C)C (xylene), P(=O)(Cl)(Cl)Cl (phosphorus oxychloride). Conditions: temperature 140 celsius, time 7 hour. Yields the product [N+](=O)([O-])C1=CC=C(C=C1)C1=NCCC=2C(=CC=CC12)CC#N (1-(4-nitrophenyl)-3,4-dihydroisoquinoline-5-acetonitrile). Yield: 75.2%. RXN SMILES: [N+:1]([C:4]1[CH:23]=[CH:22][C:7]([C:8]([NH:10][CH2:11][CH2:12][C:13]2[CH:18]=[CH:17][CH:16]=[CH:15][C:14]=2[CH2:19][C:20]#[N:21])=O)=[CH:6][CH:5]=1)([O-:3])=[O:2].O=P12OP3(OP(OP(O3)(O1)=O)(=O)O2)=O>C1(C)C(C)=CC=CC=1.P(Cl)(Cl)(Cl)=O>[N+:1]([C:4]1[CH:23]=[CH:22][C:7]([C:8]2[C:18]3[CH:17]=[CH:16][CH:15]=[C:14]([CH2:19][C:20]#[N:21])[C:13]=3[CH2:12][CH2:11][N:10]=2)=[CH:6][CH:5]=1)([O-:3])=[O:2]. Procedure: 1-(4-Nitrobenzoyl)amino-2-(2-cyanomethylphenyl)-ethane (12.7 g) was dissolved in 128 ml of xylene and 77 ml of phosphorus oxychloride. While the solution was heated with stirring over an oil bath at 140° C., 38 g of phosphorus pentoxide was added gradually. The reaction was performed for 7 hours. The upper layer of the reaction mixture was removed by decantation. Ice water was added to the residue, and an aqueous solution of sodium hydroxide was added to make it neutral. The crystals that precip... Reactants: FC1(OC2=C(O1)C=CC(=C2)C2(CC2)C(=O)NC2=CC(=CC(=N2)C=2C=NC(=C(C2)C)OC)C)F (1-(2,2-difluorobenzo[d][1,3]dioxol-5-yl)-N-(6′-methoxy-4,5′-dimethyl-2,3′-bipyridin-6-yl)cyclopropanecarboxamide), Cl (HCl). Run in O1CCOCC1 (1,4-dioxane). Conditions: temperature 90 celsius, time 1.5 hour. Yields the product FC1(OC2=C(O1)C=CC(=C2)C2(CC2)C(=O)NC2=NC(=CC(=C2)C)C2=CNC(C(=C2)C)=O)F (1-(2,2-difluorobenzo[d][1,3]dioxol-5-yl)-N-(4-methyl-6-(5-methyl-6-oxo-1,6-dihydropyridin-3-yl)pyridin-2-yl)cyclopropanecarboxamide). Isolated yield 45.5%. As a reaction SMILES: [F:1][C:2]1([F:33])[O:6][C:5]2[CH:7]=[CH:8][C:9]([C:11]3([C:14]([NH:16][C:17]4[N:22]=[C:21]([C:23]5[CH:24]=[N:25][C:26]([O:30]C)=[C:27]([CH3:29])[CH:28]=5)[CH:20]=[C:19]([CH3:32])[CH:18]=4)=[O:15])[CH2:13][CH2:12]3)=[CH:10][C:4]=2[O:3]1.Cl>O1CCOCC1>[F:33][C:2]1([F:1])[O:6][C:5]2[CH:7]=[CH:8][C:9]([C:11]3([C:14]([NH:16][C:17]4[CH:18]=[C:19]([CH3:32])[CH:20]=[C:21]([C:23]5[CH:28]=[C:27]([CH3:29])[C:26](=[O:30])[NH:25][CH:24]=5)[N:22]=4)=[O:15])[CH2:13][CH2:12]3)=[CH:10][C:4]=2[O:3]1. Reported procedure: To 1-(2,2-difluorobenzo[d][1,3]dioxol-5-yl)-N-(6′-methoxy-4,5′-dimethyl-2,3′-bipyridin-6-yl)cyclopropanecarboxamide (0.075 g, 0.165 mmol) in 1,4-dioxane (2 mL) was added aqueous 4 M HCl (447 μL, 1.79 mmol) drop-wise. The reaction was stirred at 90° C. for 1.5 hours. The reaction was allowed to cool down to room temperature and then quenched with Et3N. The solvent was evaporated under reduced pressure. The crude compound was dissolved in ethyl acetate and washed with water (2×) and brine (1×). Th...